From a dataset of the Open Reaction Database (ORD), a public repository of structured organic reaction records. describe an organic reaction: reactants, conditions, products, and yield Reactants: CCOC(C)=O, C=CCC(O)(CCCl)c1ccc(F)cc1, [I-], [K+], CN(C)C=O, NCC1CCN(c2ccccc2)CC1. As a reaction SMILES: [CH3:37][CH2:38][O:39][C:40]([CH3:41])=[O:42].[Cl:1][CH2:2][CH2:3][C:4]([CH2:5][CH:6]=[CH2:7])([OH:8])[c:9]1[cH:10][cH:11][c:12]([F:15])[cH:13][cH:14]1.[I-:31].[K+:30].[O:32]=[CH:33][N:34]([CH3:35])[CH3:36].[c:16]1([N:22]2[CH2:23][CH2:24][CH:25]([CH2:28][NH2:29])[CH2:26][CH2:27]2)[cH:17][cH:18][cH:19][cH:20][cH:21]1>>[CH2:2]([CH2:3][C:4]([CH2:5][CH:6]=[CH2:7])([OH:8])[c:9]1[cH:10][cH:11][c:12]([F:15])[cH:13][cH:14]1)[NH:29][CH2:28][CH:25]1[CH2:24][CH2:23][N:22]([c:16]2[cH:17][cH:18][cH:19][cH:20][cH:21]2)[CH2:27][CH2:26]1. Yields the product C=CCC(O)(CCNCC1CCN(c2ccccc2)CC1)c1ccc(F)cc1.